From a dataset of the Open Reaction Database (ORD), a public repository of structured organic reaction records. describe an organic reaction: reactants, conditions, products, and yield Reactants: O (water), COC=1C=C(C=O)C=CC1OC (3,4-dimethoxybenzaldehyde), C(=O)(O)C(C(=O)O)C(=O)NC1=CC=CC=C1 (2-carboxymalonanilic acid), N1CCCCC1 (piperidine), C1(=CC=CC=C1)C (toluene). Yields the product COC=1C=C(C=CC(=O)NC=2C(C(=O)[O-])=CC=CC2)C=CC1OC.[NH2+]1CCCCC1 (piperidinium N-(3,4-dimethoxycinnamoyl)anthranilate). The yield is 94.8%. Reaction SMILES: [CH3:1][O:2][C:3]1[CH:4]=[C:5]([CH:8]=[CH:9][C:10]=1[O:11][CH3:12])[CH:6]=O.C([CH:16](C([NH:22][C:23]1[CH:28]=[CH:27][CH:26]=[CH:25]C=1)=O)[C:17]([OH:19])=[O:18])(O)=O.[NH:29]1[CH2:34][CH2:33][CH2:32][CH2:31][CH2:30]1.[OH2:35].[C:36]1([CH3:42])C=CC=CC=1>>[CH3:1][O:2][C:3]1[CH:4]=[C:5]([CH:8]=[CH:9][C:10]=1[O:11][CH3:12])[CH:6]=[CH:42][C:36]([NH:29][C:34]1[C:16](=[CH:30][CH:31]=[CH:32][CH:33]=1)[C:17]([O-:19])=[O:18])=[O:35].[NH2+:22]1[CH2:23][CH2:28][CH2:27][CH2:26][CH2:25]1 |f:5.6|. Procedure: A solution of 8.4 g of 3,4-dimethoxybenzaldehyde, 11.4 g of 2-carboxymalonanilic acid, and 4.3 g of piperidine in 50 ml of toluene is heated for 3 hours under reflux with continuous removal of water during the reaction period. After the completion of the reaction, the reaction mixture is cooled and the precipitated crystals are collected by filtration and dried to obtain 19.5 g of piperidinium N-(3,4-dimethoxycinnamoyl)anthranilate (94.8% yield), as confirmed by elemental analysis and spectrosco... RXN SMILES: [Br:1][CH:2]([C:3](=[O:4])[O:5][CH3:6])[c:7]1[cH:8][cH:9][c:10]([O:13][c:14]2[cH:15][cH:16][c:17]([C:20]([CH3:21])([CH3:22])[CH3:23])[cH:18][cH:19]2)[cH:11][cH:12]1.[CH:24]1([c:30]2[cH:31][cH:32][c:33]([OH:36])[cH:34][cH:35]2)[CH2:25][CH2:26][CH2:27][CH2:28][CH2:29]1>>[CH:2]([C:3](=[O:4])[O:5][CH3:6])([c:7]1[cH:8][cH:9][c:10]([O:13][c:14]2[cH:15][cH:16][c:17]([C:20]([CH3:21])([CH3:22])[CH3:23])[cH:18][cH:19]2)[cH:11][cH:12]1)[O:36][c:33]1[cH:32][cH:31][c:30]([CH:24]2[CH2:25][CH2:26][CH2:27][CH2:28][CH2:29]2)[cH:35][cH:34]1. The reactants are COC(=O)C(Br)c1ccc(Oc2ccc(C(C)(C)C)cc2)cc1, Oc1ccc(C2CCCCC2)cc1. Yields the product COC(=O)C(Oc1ccc(C2CCCCC2)cc1)c1ccc(Oc2ccc(C(C)(C)C)cc2)cc1.